This data is from the Open Reaction Database (ORD), a public repository of structured organic reaction records. The task is: describe an organic reaction: reactants, conditions, products, and yield Reactants: FC=1C=CC(=C(C1)N[C@H]1CC[C@H](CC1)C(=O)NC(C)C)[N+](=O)[O-] (cis-4-(5-fluoro-2-nitrophenylamino)-N-isopropylcyclohexanecarboxamide), C(=O)[O-].[NH4+] (ammonium formate). Reagents/catalysts: [Pd] (palladium on carbon). Run in CCO (EtOH). Reaction conditions: time 1 hour. The product is NC1=C(C=C(C=C1)F)N[C@H]1CC[C@H](CC1)C(=O)NC(C)C (cis-4-(2-amino-5-fluorophenylamino)-N-isopropylcyclohexanecarboxamide). Reaction SMILES: [F:1][C:2]1[CH:3]=[CH:4][C:5]([N+:21]([O-])=O)=[C:6]([NH:8][C@@H:9]2[CH2:14][CH2:13][C@H:12]([C:15]([NH:17][CH:18]([CH3:20])[CH3:19])=[O:16])[CH2:11][CH2:10]2)[CH:7]=1.C([O-])=O.[NH4+]>CCO.[Pd]>[NH2:21][C:5]1[CH:4]=[CH:3][C:2]([F:1])=[CH:7][C:6]=1[NH:8][C@@H:9]1[CH2:10][CH2:11][C@H:12]([C:15]([NH:17][CH:18]([CH3:20])[CH3:19])=[O:16])[CH2:13][CH2:14]1 |f:1.2|. Procedure details: To a solution of cis-4-(5-fluoro-2-nitrophenylamino)-N-isopropylcyclohexanecarboxamide (123 mg, 0.380 mmol) in EtOH (5 mL) was added ammonium formate (240 mg, 3.80 mmol) and 10% palladium on carbon (40.5 mg, 0.038 mmol). The reaction was stirred at RT for 1 hour. The reaction mixture was filtered through Celite® brand filter aid (washed with MeOH), concentrated, and redissolved in DCM (10 mL). The solution was washed with water, dried over anhydrous magnesium sulfate, filtered, and concentrated ...